This data is from the Open Reaction Database (ORD), a public repository of structured organic reaction records. The task is: describe an organic reaction: reactants, conditions, products, and yield Starting materials: N#CC1(c2cccc(Sc3ccc4c(Cl)cc(N=C(c5ccccc5)c5ccccc5)nc4c3)c2)CCOCC1, O=C([O-])[O-], C1COCCO1, [K+], [K+], OB(O)c1ccccc1, c1ccc(P(c2ccccc2)(c2ccccc2)[Pd](P(c2ccccc2)(c2ccccc2)c2ccccc2)(P(c2ccccc2)(c2ccccc2)c2ccccc2)P(c2ccccc2)(c2ccccc2)c2ccccc2)cc1. Yields the product N#CC1(c2cccc(Sc3ccc4c(-c5ccccc5)cc(N=C(c5ccccc5)c5ccccc5)nc4c3)c2)CCOCC1. Reaction SMILES: [C:1]([c:2]1[cH:3][cH:4][cH:5][cH:6][cH:7]1)([c:8]1[cH:9][cH:10][cH:11][cH:12][cH:13]1)=[N:14][c:15]1[n:16][c:17]2[cH:18][c:19]([S:26][c:27]3[cH:28][c:29]([C:33]4([C:39]#[N:40])[CH2:34][CH2:35][O:36][CH2:37][CH2:38]4)[cH:30][cH:31][cH:32]3)[cH:20][cH:21][c:22]2[c:23]([Cl:25])[cH:24]1.[C:50](=[O:51])([O-:52])[O-:53].[CH2:56]1[O:57][CH2:58][CH2:59][O:60][CH2:61]1.[K+:54].[K+:55].[OH:41][B:42]([OH:43])[c:44]1[cH:45][cH:46][cH:47][cH:48][cH:49]1.[cH:62]1[cH:63][cH:64][c:65]([P:66]([Pd:67]([P:68]([c:69]2[cH:70][cH:71][cH:72][cH:73][cH:74]2)([c:75]2[cH:76][cH:77][cH:78][cH:79][cH:80]2)[c:81]2[cH:82][cH:83][cH:84][cH:85][cH:86]2)([P:87]([c:88]2[cH:89][cH:90][cH:91][cH:92][cH:93]2)([c:94]2[cH:95][cH:96][cH:97][cH:98][cH:99]2)[c:100]2[cH:101][cH:102][cH:103][cH:104][cH:105]2)[P:106]([c:107]2[cH:108][cH:109][cH:110][cH:111][cH:112]2)([c:113]2[cH:114][cH:115][cH:116][cH:117][cH:118]2)[c:119]2[cH:120][cH:121][cH:122][cH:123][cH:124]2)([c:125]2[cH:126][cH:127][cH:128][cH:129][cH:130]2)[c:131]2[cH:132][cH:133][cH:134][cH:135][cH:136]2)[cH:137][cH:138]1>>[C:1]([c:2]1[cH:3][cH:4][cH:5][cH:6][cH:7]1)([c:8]1[cH:9][cH:10][cH:11][cH:12][cH:13]1)=[N:14][c:15]1[n:16][c:17]2[cH:18][c:19]([S:26][c:27]3[cH:28][c:29]([C:33]4([C:39]#[N:40])[CH2:34][CH2:35][O:36][CH2:37][CH2:38]4)[cH:30][cH:31][cH:32]3)[cH:20][cH:21][c:22]2[c:23](-[c:44]2[cH:45][cH:46][cH:47][cH:48][cH:49]2)[cH:24]1. The reactants are ClCC=1SC2=NC=CC=C2N1 (2-(chloromethyl)[1,3]thiazolo[5,4-b]pyridine), CC(OCC)=O (EA), COC1=C(C=CC=C1)N1CCNCC1 (1-(2-methoxyphenyl)piperazine), D1. The product is COC1=C(C=CC=C1)N1CCN(CC1)CC=1SC2=NC=CC=C2N1 (2-{[4-(2-methoxyphenyl)-1-piperazinyl]methyl}[1,3]thiazolo[5,4-b]pyridine). RXN SMILES: Cl[CH2:2][C:3]1[S:4][C:5]2[C:10]([N:11]=1)=[CH:9][CH:8]=[CH:7][N:6]=2.[CH3:12][O:13][C:14]1[CH:19]=[CH:18][CH:17]=[CH:16][C:15]=1[N:20]1[CH2:25][CH2:24][NH:23][CH2:22][CH2:21]1.CC(=O)OCC>>[CH3:12][O:13][C:14]1[CH:19]=[CH:18][CH:17]=[CH:16][C:15]=1[N:20]1[CH2:25][CH2:24][N:23]([CH2:2][C:3]2[S:4][C:5]3[C:10]([N:11]=2)=[CH:9][CH:8]=[CH:7][N:6]=3)[CH2:22][CH2:21]1. Procedure details: The product from Example 38A (200 mg, 1.1 mmol), 1-(2-methoxyphenyl)piperazine (229 mg, 1.2 mmol), and D1 EA (380 μL, 2.2 mmol) were processed as described in Example 38B to provide the title compound. 1H NMR (300 MHz, DMSO-d6) δ 2.74 (m, 4H) 3.02 (m, 4H) 3.78 (s, 3H) 4.04 (s, 2H) 6.91 (m, 3H) 7.56 (dd, J=8.31, 4.75 Hz, 2H) 8.33 (dd, J=8.14, 1.70 Hz, 1H) 8.59 (dd, J=4.75, 1.70 Hz, 1H); (ESI) m/z 341 (M+H)+. Run at temperature 60 celsius, time 16 hour. Product: ClC=1C=C(C#N)C=C(C1[N+](=O)[O-])F (3-Chloro-5-fluoro-4-nitrobenzonitrile). The solvent is C(C)(=O)O (acetic acid), C(C)(=O)O (acetic acid). Reaction SMILES: B1([O-])OO1.[OH2:5].[OH2:6].O.O.[Na+].[NH2:10][C:11]1[C:18]([F:19])=[CH:17][C:14]([C:15]#[N:16])=[CH:13][C:12]=1[Cl:20]>C(O)(=O)C>[Cl:20][C:12]1[CH:13]=[C:14]([CH:17]=[C:18]([F:19])[C:11]=1[N+:10]([O-:6])=[O:5])[C:15]#[N:16] |f:0.1.2.3.4.5|. Reported procedure: Sodium perborate tetrahydrate (131 g, 851 mmol) in acetic acid (200 mL) was heated to 60° C. A solution of 4-amino-3-chloro-5-fluorobenzonitrile (29.02 g, 170 mmol) in acetic acid (500 mL) was added dropwise and the reaction was stirred at 60° C. for 16 h. The LCMS the indicated the reaction showed ˜50% conversion. Additional sodium perborate tetrahydrate (14.4 g) was added and the reaction stirred at 70° C. for 2 h. Then additional sodium perborate tetrahydrate (70 g) was added and the reaction... Reactants: NC1=C(C=C(C#N)C=C1F)Cl (4-amino-3-chloro-5-fluorobenzonitrile), B1(OO1)[O-].O.O.O.O.[Na+] (sodium perborate tetrahydrate), B1(OO1)[O-].O.O.O.O.[Na+] (Sodium perborate tetrahydrate), ice water, B1(OO1)[O-].O.O.O.O.[Na+] (sodium perborate tetrahydrate). Starting materials: II (iodine), SCC(=O)N1C(CCC2=CC=CC=C12)C(=O)O ((±)-1,2,3,4-Tetrahydro-1-(2-mercapto-1-oxoethyl)-2-quinolinecarboxylic acid), [OH-].[Na+] (sodium hydroxide), II (iodine), [OH-].[Na+] (sodium hydroxide). Run in C(C)O (ethanol), O (water). Yields the product O=C(CSSCC(=O)N1C(CCC2=CC=CC=C12)C(=O)O)N1C(CCC2=CC=CC=C12)C(=O)O ((±) 1,1'-[Dithiobis(1-oxo-2,1-ethanediyl)]-bis-1,2,3,4-tetrahydro-2-quinolinecarboxylic Acid). As a reaction SMILES: [SH:1][CH2:2][C:3]([N:5]1[C:14]2[C:9](=[CH:10][CH:11]=[CH:12][CH:13]=2)[CH2:8][CH2:7][CH:6]1[C:15]([OH:17])=[O:16])=[O:4].[OH-:18].[Na+].II>O.C(O)C>[O:18]=[C:3]([N:5]1[C:14]2[C:9](=[CH:10][CH:11]=[CH:12][CH:13]=2)[CH2:8][CH2:7][CH:6]1[C:15]([OH:17])=[O:16])[CH2:2][S:1][S:1][CH2:2][C:3]([N:5]1[C:14]2[C:9](=[CH:10][CH:11]=[CH:12][CH:13]=2)[CH2:8][CH2:7][CH:6]1[C:15]([OH:17])=[O:16])=[O:4] |f:1.2|. Procedure details: (±)-1,2,3,4-Tetrahydro-1-(2-mercapto-1-oxoethyl)-2-quinolinecarboxylic acid (3 g) was suspended in water (40 ml) and the pH was adjusted to 6.5 with 2 N sodium hydroxide. A saturated solution of iodine in ethanol was then added dropwise while maintaining the pH at 6.5 by the slow addition of 2 N sodium hydroxide. When a yellow color remained for at least five minutes, addition of the iodine solution was terminated and the yellow color was discharged with saturated aqueous sodium thiosulfate. The... Reactants: C(C)(C)(C)OC(=O)NCCCNS(=O)(=O)C1=C(C(=CC=C1Cl)[N+](=O)[O-])Cl (N-[3-(tert-butoxycarbonylamino)propyl]-2,6-dichloro-3-nitrobenzenesulfonamide), [H-].[Na+] (NaH), O (water). Yields the product C(C)(C)(C)OC(=O)NCCCNS(=O)(=O)C1=C(C(=CC=C1Cl)[N+](=O)[O-])O (N-[3-(tert-butoxycarbonylamino)propyl]-6-chloro-2-hydroxy-3-nitrobenzenesulfonamide). Isolated yield 58.1%. As a reaction SMILES: [C:1]([O:5][C:6]([NH:8][CH2:9][CH2:10][CH2:11][NH:12][S:13]([C:16]1[C:21]([Cl:22])=[CH:20][CH:19]=[C:18]([N+:23]([O-:25])=[O:24])[C:17]=1Cl)(=[O:15])=[O:14])=[O:7])([CH3:4])([CH3:3])[CH3:2].[H-].[Na+].[OH2:29]>>[C:1]([O:5][C:6]([NH:8][CH2:9][CH2:10][CH2:11][NH:12][S:13]([C:16]1[C:21]([Cl:22])=[CH:20][CH:19]=[C:18]([N+:23]([O-:25])=[O:24])[C:17]=1[OH:29])(=[O:15])=[O:14])=[O:7])([CH3:4])([CH3:3])[CH3:2] |f:1.2|. Procedure details: Following the general hydrolysis procedure outlined in example 15, N-[3-(tert-butoxycarbonylamino)propyl]-2,6-dichloro-3-nitrobenzenesulfonamide (450 mg, 1.05 mmol), 60% NaH (168 mg, 4.2 mmol) and water (21 μL, 1.15 mmol) were reacted to form the desired product (250 mg, 58%). EI-MS (m/z) 408.1, 410.1 (M-H)−. Reactants: C(C1=CC=CC=C1)C=1C=NC2=C(C=CC=C2C1C=1C=C(C=CC1)CO)C(F)(F)F ([3-(3-benzyl-8-trifluoromethyl-quinolin-4-yl)-phenyl]-methanol), COC(CCC1=CC(=CC=C1)O)=O (3-(3-hydroxy-phenyl)-propionic acid methyl ester). Product: C(C1=CC=CC=C1)C=1C=NC2=C(C=CC=C2C1C=1C=C(COC=2C=C(C=CC2)CCC(=O)O)C=CC1)C(F)(F)F (3-[3-({3-[3-BENZYL-8-(TRIFLUOROMETHYL)QUINOLIN-4-YL]BENZYL}OXY)PHENYL]PROPANOIC ACID). Reaction SMILES: [CH2:1]([C:8]1[CH:9]=[N:10][C:11]2[C:16]([C:17]=1[C:18]1[CH:19]=[C:20]([CH2:24][OH:25])[CH:21]=[CH:22][CH:23]=1)=[CH:15][CH:14]=[CH:13][C:12]=2[C:26]([F:29])([F:28])[F:27])[C:2]1[CH:7]=[CH:6][CH:5]=[CH:4][CH:3]=1.C[O:31][C:32](=[O:42])[CH2:33][CH2:34][C:35]1[CH:40]=[CH:39][CH:38]=[C:37](O)[CH:36]=1>>[CH2:1]([C:8]1[CH:9]=[N:10][C:11]2[C:16]([C:17]=1[C:18]1[CH:19]=[C:20]([CH:21]=[CH:22][CH:23]=1)[CH2:24][O:25][C:39]1[CH:40]=[C:35]([CH2:34][CH2:33][C:32]([OH:42])=[O:31])[CH:36]=[CH:37][CH:38]=1)=[CH:15][CH:14]=[CH:13][C:12]=2[C:26]([F:29])([F:27])[F:28])[C:2]1[CH:7]=[CH:6][CH:5]=[CH:4][CH:3]=1. Procedure details: The title compound was prepared from [3-(3-benzyl-8-trifluoromethyl-quinolin-4-yl)-phenyl]-methanol and 3-(3-hydroxy-phenyl)-propionic acid methyl ester according to the procedure of Example 69. MS (ESI) m/z 542.